This data is from the Open Reaction Database (ORD), a public repository of structured organic reaction records. The task is: describe an organic reaction: reactants, conditions, products, and yield The reactants are NC=1C(=CC=C2C=CN=CC12)Cl (8-Amino-7-chloroisoquinoline), starch iodide, [H+].[B-](F)(F)(F)F (fluoboric acid), N(=O)[O-].[Na+] (sodium nitrite), N(=O)O (nitrous acid). Conditions: time 30 minute. Product: ClC1=CC=C2C=CN=CC2=C1F (7-chloro-8-fluoroisoquinoline). Reaction SMILES: N[C:2]1[C:3]([Cl:12])=[CH:4][CH:5]=[C:6]2[C:11]=1[CH:10]=[N:9][CH:8]=[CH:7]2.N([O-])=O.[Na+].N(O)=O.[H+].[B-](F)(F)(F)[F:22]>>[Cl:12][C:3]1[C:2]([F:22])=[C:11]2[C:6]([CH:7]=[CH:8][N:9]=[CH:10]2)=[CH:5][CH:4]=1 |f:1.2,4.5|. Reported procedure: 8-Amino-7-chloroisoquinoline (0.005 mole), prepared as in Example 12, in 40% fluoboric acid (30 ml.) is cooled to -10° C. and diazotized with finely powdered sodium nitrite (3.5 g.). After 30 minutes, the reaction mixture is tested for nitrous acid with starch/iodide paper as described in Example 15. When a positive reaction is obtained, the reaction mixture is washed with small portions of ether and then agitated with a mixture of ethanol and ether (20 ml. each). The diazonium tetrafluoroborate... The reactants are OCn1cc(Br)c(C(F)(F)C(F)(F)F)n1, ClCCl, O=S(Cl)Cl. Yields the product FC(F)(F)C(F)(F)c1nn(CCl)cc1Br. As a reaction SMILES: [Br:1][c:2]1[c:3]([C:9]([C:10]([F:11])([F:12])[F:13])([F:14])[F:15])[n:4][n:5]([CH2:7][OH:8])[cH:6]1.[Cl:20][CH2:21][Cl:22].[S:16]([Cl:17])([Cl:18])=[O:19]>>[Br:1][c:2]1[c:3]([C:9]([C:10]([F:11])([F:12])[F:13])([F:14])[F:15])[n:4][n:5]([CH2:7][Cl:18])[cH:6]1. Reactants: CC(=O)O, CN(C)C(=N[N+](=O)[O-])NCc1ccc(Cl)nc1, [H-], CI, [Na+], C1CCOC1. The product is CN(C)C(=N[N+](=O)[O-])N(C)Cc1ccc(Cl)nc1. As a reaction SMILES: [CH3:27][C:28](=[O:29])[OH:30].[Cl:1][c:2]1[cH:3][cH:4][c:5]([CH2:8][NH:9][C:10](=[N:11][N+:12](=[O:13])[O-:14])[N:15]([CH3:16])[CH3:17])[cH:6][n:7]1.[H-:23].[I:25][CH3:26].[Na+:24].[O:18]1[CH2:19][CH2:22][CH2:21][CH2:20]1>>[Cl:1][c:2]1[cH:3][cH:4][c:5]([CH2:8][N:9]([C:10](=[N:11][N+:12](=[O:13])[O-:14])[N:15]([CH3:16])[CH3:17])[CH3:19])[cH:6][n:7]1. Reactants: N#CN1c2ccccc2C=C([N+](=O)[O-])c2ccccc21, CC(=O)O, Clc1ccccc1. The product is NC(=O)N1c2ccccc2C=C([N+](=O)[O-])c2ccccc21. RXN SMILES: [C:1](#[N:2])[N:3]1[c:4]2[c:5]([cH:17][cH:18][cH:19][cH:20]2)[CH:6]=[C:7]([N+:14](=[O:15])[O-:16])[c:8]2[c:9]1[cH:10][cH:11][cH:12][cH:13]2.[CH3:21][C:22]([OH:23])=[O:24].[Cl:25][c:26]1[cH:27][cH:28][cH:29][cH:30][cH:31]1>>[C:1]([NH2:2])([N:3]1[c:4]2[c:5]([cH:17][cH:18][cH:19][cH:20]2)[CH:6]=[C:7]([N+:14](=[O:15])[O-:16])[c:8]2[c:9]1[cH:10][cH:11][cH:12][cH:13]2)=[O:23]. Starting materials: CCOC(=O)CC(=O)OCC, C1CCNCC1, COc1cc(OC)c(OC)cc1C=O, Cc1ccccc1, O=C(O)c1ccccc1. The product is CCOC(=O)C(=Cc1cc(OC)c(OC)cc1OC)C(=O)OCC. As a reaction SMILES: [C:15]([CH2:16][C:17](=[O:18])[O:19][CH2:20][CH3:21])(=[O:22])[O:23][CH2:24][CH3:25].[CH2:26]1[CH2:27][CH2:28][NH:29][CH2:30][CH2:31]1.[CH3:1][O:2][c:3]1[c:4]([CH:5]=[O:6])[cH:7][c:8]([O:13][CH3:14])[c:9]([O:11][CH3:12])[cH:10]1.[CH3:41][c:42]1[cH:43][cH:44][cH:45][cH:46][cH:47]1.[OH:32][C:33]([c:34]1[cH:35][cH:36][cH:37][cH:38][cH:39]1)=[O:40]>>[CH3:1][O:2][c:3]1[c:4]([CH:5]=[C:16]([C:15](=[O:22])[O:23][CH2:24][CH3:25])[C:17](=[O:18])[O:19][CH2:20][CH3:21])[cH:7][c:8]([O:13][CH3:14])[c:9]([O:11][CH3:12])[cH:10]1. The reactants are [H][H] (hydrogen), [N+](=O)([O-])C1=CC=C(C=C1)CC1=CC=C(C=C1)CC1=CC=C(C=C1)CC1=CC=C(C=C1)CC1=CC=C(C=C1)[N+](=O)[O-] (1,4-bis(4-(4-nitrophenylmethyl)phenylmethyl)benzene), product, O (water), O (water). Reagents/catalysts: [Pd] (Pd-C). Run in O1CCCC1 (tetrahydrofuran). Product: NC1=CC=C(C=C1)CC1=CC=C(C=C1)CC1=CC=C(C=C1)CC1=CC=C(C=C1)CC1=CC=C(C=C1)N (1,4-bis(4-(4-aminophenylmethyl)phenylmethyl)benzene). As a reaction SMILES: [N+:1]([C:4]1[CH:9]=[CH:8][C:7]([CH2:10][C:11]2[CH:16]=[CH:15][C:14]([CH2:17][C:18]3[CH:23]=[CH:22][C:21]([CH2:24][C:25]4[CH:30]=[CH:29][C:28]([CH2:31][C:32]5[CH:37]=[CH:36][C:35]([N+:38]([O-])=O)=[CH:34][CH:33]=5)=[CH:27][CH:26]=4)=[CH:20][CH:19]=3)=[CH:13][CH:12]=2)=[CH:6][CH:5]=1)([O-])=O.O.[H][H]>O1CCCC1.[Pd]>[NH2:1][C:4]1[CH:9]=[CH:8][C:7]([CH2:10][C:11]2[CH:12]=[CH:13][C:14]([CH2:17][C:18]3[CH:23]=[CH:22][C:21]([CH2:24][C:25]4[CH:30]=[CH:29][C:28]([CH2:31][C:32]5[CH:33]=[CH:34][C:35]([NH2:38])=[CH:36][CH:37]=5)=[CH:27][CH:26]=4)=[CH:20][CH:19]=3)=[CH:15][CH:16]=2)=[CH:6][CH:5]=1. Procedure details: In a 1-liter three-necked flask equipped with a stirring device and a nitrogen substituting device, 25.00 g of 1,4-bis(4-(4-nitrophenylmethyl)phenylmethyl)benzene was dissolved in 400 milliliters of tetrahydrofuran, 2.5 g of a Pd-C catalyst (a 5% product, containing 55.9% of water) was added and contacted with hydrogen gas while cooled with water at a normal pressure and then stirred. By recrystallizing the concentrate from a tetrahydrofuran solvent, 21.13 g of a diamino compound according to th... Reactants: CC(O)C=1C(=NN(C1)C1=NC(=NC=C1)Cl)C (methyl (1-(2-chloropyrimidin-4-yl)-3-methyl-1H-pyrazol-4-yl)methanol), CN1C=CC2=CC(=CC=C12)N (1-methyl-1H-indol-5-amine), C([O-])([O-])=O.[K+].[K+] (potassium carbonate), CC1(C2=CC=CC(=C2OC=2C(=CC=CC12)P(C1=CC=CC=C1)C1=CC=CC=C1)P(C1=CC=CC=C1)C1=CC=CC=C1)C ((9,9-dimethyl-9H-xanthene-4,5-diyl)bis(diphenylphosphine)). The reagents and catalysts are C(C)(=O)[O-].[Pd+2].C(C)(=O)[O-] (palladium acetate). Run in O1CCOCC1 (dioxane). Run at temperature 100 celsius. Product: CC1=NN(C=C1CO)C1=NC(=NC=C1)NC=1C=C2C=CN(C2=CC1)C ((3-methyl-1-(2-(1-methyl-1H-indol-5-ylamino)pyrimidin-4-yl)-1H-pyrazol-4-yl)methanol). Yield: 40.5%. RXN SMILES: C[CH:2]([C:4]1[C:5]([CH3:16])=[N:6][N:7]([C:9]2[CH:14]=[CH:13][N:12]=[C:11](Cl)[N:10]=2)[CH:8]=1)[OH:3].[CH3:17][N:18]1[C:26]2[C:21](=[CH:22][C:23]([NH2:27])=[CH:24][CH:25]=2)[CH:20]=[CH:19]1.C(=O)([O-])[O-].[K+].[K+].CC1(C)C2C=CC=C(P(C3C=CC=CC=3)C3C=CC=CC=3)C=2OC2C1=CC=CC=2P(C1C=CC=CC=1)C1C=CC=CC=1>C([O-])(=O)C.[Pd+2].C([O-])(=O)C.O1CCOCC1>[CH3:16][C:5]1[C:4]([CH2:2][OH:3])=[CH:8][N:7]([C:9]2[CH:14]=[CH:13][N:12]=[C:11]([NH:27][C:23]3[CH:22]=[C:21]4[C:26](=[CH:25][CH:24]=3)[N:18]([CH3:17])[CH:19]=[CH:20]4)[N:10]=2)[N:6]=1 |f:2.3.4,6.7.8|. Reported procedure: A round bottomed flask was charged with methyl (1-(2-chloropyrimidin-4-yl)-3-methyl-1H-pyrazol-4-yl)methanol (400 mg, 1.78 mmol), 1-methyl-1H-indol-5-amine (338 mg, 1.3 equiv.), potassium carbonate (0.74 g, 3.0 equiv), palladium acetate (40 mg, 0.1 equiv), (9,9-dimethyl-9H-xanthene-4,5-diyl)bis(diphenylphosphine) (Xantphos, 206 mg, 0.2 equiv.) and 40 mL of anhydrous dioxane. After being degassed by nitrogen bubbling, the reaction mixture was heated at 100° C. for 12 hours. Volatiles were removed... Reactants: Cn1cnc(S(=O)(=O)Cl)c1, Cl, NC1CCC(CCN2CCC(c3cccc4c3OCO4)CC2)CC1. The product is Cn1cnc(S(=O)(=O)NC2CCC(CCN3CCC(c4cccc5c4OCO5)CC3)CC2)c1. As a reaction SMILES: [CH3:26][n:27]1[cH:28][n:29][c:30]([S:32](=[O:33])(=[O:34])[Cl:35])[cH:31]1.[ClH:1].[O:2]1[CH2:3][O:4][c:5]2[c:6]1[cH:7][cH:8][cH:9][c:10]2[CH:11]1[CH2:12][CH2:13][N:14]([CH2:17][CH2:18][CH:19]2[CH2:20][CH2:21][CH:22]([NH2:25])[CH2:23][CH2:24]2)[CH2:15][CH2:16]1>>[O:2]1[CH2:3][O:4][c:5]2[c:6]1[cH:7][cH:8][cH:9][c:10]2[CH:11]1[CH2:12][CH2:13][N:14]([CH2:17][CH2:18][CH:19]2[CH2:20][CH2:21][CH:22]([NH:25][S:32]([c:30]3[n:29][cH:28][n:27]([CH3:26])[cH:31]3)(=[O:33])=[O:34])[CH2:23][CH2:24]2)[CH2:15][CH2:16]1.